From a dataset of the Open Reaction Database (ORD), a public repository of structured organic reaction records. describe an organic reaction: reactants, conditions, products, and yield Reactants: CCC(COC)Nc1nccc(-c2cc(F)c(OC)cc2C)c1[N+](=O)[O-], [Na+], [Na+], O=S([O-])S(=O)[O-]. The product is CCC(COC)Nc1nccc(-c2cc(F)c(OC)cc2C)c1N. RXN SMILES: [F:1][c:2]1[c:3]([O:25][CH3:26])[cH:4][c:5]([CH3:24])[c:6](-[c:8]2[c:9]([N+:21]([O-:22])=[O:23])[c:10]([NH:14][CH:15]([CH2:16][CH3:17])[CH2:18][O:19][CH3:20])[n:11][cH:12][cH:13]2)[cH:7]1.[Na+:33].[Na+:34].[S:27]([S:28]([O-:29])=[O:30])([O-:31])=[O:32]>>[F:1][c:2]1[c:3]([O:25][CH3:26])[cH:4][c:5]([CH3:24])[c:6](-[c:8]2[c:9]([NH2:21])[c:10]([NH:14][CH:15]([CH2:16][CH3:17])[CH2:18][O:19][CH3:20])[n:11][cH:12][cH:13]2)[cH:7]1. The reactants are Cl (hydrochloric acid), C(C)(=O)C1C(CCC1=O)=O (2-Acetyl-1,3-cyclopentanedione), OC1=C(C=C(C=O)C=C1)OC (4-hydroxy-3-methoxybenzaldehyde), N1CCOCC1 (morpholine). Solvent: CS(=O)C (dimethylsulfoxide). Yields the product OC1=C(C=C(C=CC(=O)C2C(CCC2=O)=O)C=C1)OC (2-(4-hydroxy-3-methoxycinnamoyl)-1,3-cyclopentanedione). Reaction SMILES: [C:1]([CH:4]1[C:8](=[O:9])[CH2:7][CH2:6][C:5]1=[O:10])(=[O:3])[CH3:2].[OH:11][C:12]1[CH:19]=[CH:18][C:15]([CH:16]=O)=[CH:14][C:13]=1[O:20][CH3:21].N1CCOCC1.Cl>CS(C)=O>[OH:11][C:12]1[CH:19]=[CH:18][C:15]([CH:16]=[CH:2][C:1]([CH:4]2[C:8](=[O:9])[CH2:7][CH2:6][C:5]2=[O:10])=[O:3])=[CH:14][C:13]=1[O:20][CH3:21]. Procedure details: 2-Acetyl-1,3-cyclopentanedione (3.03 g.) was treated with 4-hydroxy-3-methoxybenzaldehyde (5.05 g.) in 50 ml. of dimethylsulfoxide at 80° C for 13 minutes in the presence of 4 ml. of morpholine. After cooling, 80 ml. of 1 N hydrochloric acid was added to the reaction mixture, depositing a crystalline product. The solid was collected by filtration, and washed with water and ethanol successively, and it was then dried. The Claiseu-Schmidt condensation product, 2-(4-hydroxy-3-methoxycinnamoyl)-1,3-... Starting materials: ClC1=NC=C(C(=N1)NC=1C=C(C=CC1)NC(CC1=CC(=CC=C1)[N+](=O)[O-])=O)Cl (N-{3-[(2,5-dichloropyrimidin-4-yl)amino]phenyl}-2-(3-nitrophenyl)acetamide). Reagents/catalysts: [Fe] (iron). The solvent is O (water), CO (methanol), C(C)(=O)O (acetic acid). Run at temperature 0 celsius, time 0.5 hour. Yields the product NC=1C=C(C=CC1)CC(=O)NC1=CC(=CC=C1)NC1=NC(=NC=C1Cl)Cl (2-(3-Aminophenyl)-N-{3-[(2,5-dichloropyrimidin-4-yl)amino]phenyl}acetamide). Yield: 59.4%. RXN SMILES: [Cl:1][C:2]1[N:7]=[C:6]([NH:8][C:9]2[CH:10]=[C:11]([NH:15][C:16](=[O:27])[CH2:17][C:18]3[CH:23]=[CH:22][CH:21]=[C:20]([N+:24]([O-])=O)[CH:19]=3)[CH:12]=[CH:13][CH:14]=2)[C:5]([Cl:28])=[CH:4][N:3]=1>O.CO.C(O)(=O)C.[Fe]>[NH2:24][C:20]1[CH:19]=[C:18]([CH2:17][C:16]([NH:15][C:11]2[CH:12]=[CH:13][CH:14]=[C:9]([NH:8][C:6]3[C:5]([Cl:28])=[CH:4][N:3]=[C:2]([Cl:1])[N:7]=3)[CH:10]=2)=[O:27])[CH:23]=[CH:22][CH:21]=1. Reported procedure: To a solution N-{3-[(2,5-dichloropyrimidin-4-yl)amino]phenyl}-2-(3-nitrophenyl)acetamide (0.055 g, 0.13 mmol) in water (0.1 mL), methanol (0.5 mL) and acetic acid (0.20 mL) was added iron (0.030 g, 0.53 mmol) powder in one batch. The mixture was stirred at 0° C. for 0.5 h. The reaction was mixed with celite, filtered, and the cake was washed with EtOAc. The brown filtrate was concentrated and EtOAc and NaHCO3/water added. The aqueous phase was extracted with EtOAc. The organics were combined, di... Reactants: [BH-](OC(=O)C)(OC(=O)C)OC(=O)C.[Na+] (NaBH(OAc)3), FC1=CC=C(C=C1)N(C(C)C)CC1=CC=C(S1)C1=CC=C(C=O)C=C1 (4-(5-(((4-Fluorophenyl)(isopropyl)amino)methyl)thiophen-2-yl)benzaldehyde), Cl.N(C)CC(=O)O (sarcosine hydrochloride), CCN(C(C)C)C(C)C (DIPEA). The reagents and catalysts are CC(=O)O (AcOH). The solvent is C(Cl)Cl (CH2Cl2), ClCCCl (1,2-dichloroethane). Run at time 8 hour. The product is COC(CN(C)CC1=CC=C(C=C1)C=1SC(=CC1)CN(C(C)C)C1=CC=C(C=C1)F)=O (Methyl-2-((4-(5-(((4-fluorophenyl)(isopropyl)amino)methyl)thiophen-2-yl)benzyl)(methyl)amino)acetate). Yield: 100.0%. Reaction SMILES: [F:1][C:2]1[CH:7]=[CH:6][C:5]([N:8]([CH2:12][C:13]2[S:17][C:16]([C:18]3[CH:25]=[CH:24][C:21]([CH:22]=O)=[CH:20][CH:19]=3)=[CH:15][CH:14]=2)[CH:9]([CH3:11])[CH3:10])=[CH:4][CH:3]=1.Cl.[NH:27]([CH2:29][C:30]([OH:32])=[O:31])[CH3:28].[CH3:33]CN(C(C)C)C(C)C.[BH-](OC(C)=O)(OC(C)=O)OC(C)=O.[Na+]>ClCCCl.CC(O)=O.C(Cl)Cl>[CH3:33][O:31][C:30](=[O:32])[CH2:29][N:27]([CH2:22][C:21]1[CH:24]=[CH:25][C:18]([C:16]2[S:17][C:13]([CH2:12][N:8]([C:5]3[CH:6]=[CH:7][C:2]([F:1])=[CH:3][CH:4]=3)[CH:9]([CH3:11])[CH3:10])=[CH:14][CH:15]=2)=[CH:19][CH:20]=1)[CH3:28] |f:1.2,4.5|. Procedure details: To a stirred solution of the product of Step B (0.09 g, 0.26 mmol) and sarcosine hydrochloride (0.07 g, 0.5 mmol) in 1,2-dichloroethane (5 ml) was added DIPEA (0.1 ml) and 10 drops of AcOH, followed by NaBH(OAc)3 (0.11 g, 0.51 mmol). The mixture was stirred overnight at room temperature and diluted to 20 ml with CH2Cl2. The organic layer was washed with NaHCO3 solution, H2O and dried over MgSO4 and filtered. The filtrate was evaporated to dryness and the residue was purified by FCC (SiO2, hexane... Reactants: C1(C=2C(C(N1[C@H]1CSC3=C(NC1=O)C=CC=C3)=O)=CC=CC2)=O (3(R)-phthalimido-2,3-dihydro-1,5-(5H)-benzothiazepin-4-one), O.NN (hydrazine hydrate). Solvent: C(C)O (ethanol). The product is N[C@H]1CSC2=C(NC1=O)C=CC=C2 (3(R)-amino-2,3-dihydro-1,5(5H)-benzothiazepin-4-one). Isolated yield 62.6%. As a reaction SMILES: C1(=O)[N:5]([C@@H:6]2[C:12](=[O:13])[NH:11][C:10]3[CH:14]=[CH:15][CH:16]=[CH:17][C:9]=3[S:8][CH2:7]2)C(=O)C2=CC=CC=C12.O.NN>C(O)C>[NH2:5][C@@H:6]1[C:12](=[O:13])[NH:11][C:10]2[CH:14]=[CH:15][CH:16]=[CH:17][C:9]=2[S:8][CH2:7]1 |f:1.2|. Procedure: A mixture of 3(R)-phthalimido-2,3-dihydro-1,5-(5H)-benzothiazepin-4-one (10 g), ethanol (500 ml) and hydrazine hydrate (6.2 g) is refluxed for 1 hour. After ethanol is removed by evaporation under reduced pressure, water (300 ml) is added, and the mixture is extracted with ethyl acetate (400 ml). The extract is washed with 0.1 N sodium hydroxide solution (100 ml×2) and water (100 ml) successively, dried over anhydrous magnesium sulfate and concentrated in vacuo to give 3(R)-amino-2,3-dihydro-1,5...